This data is from the Open Reaction Database (ORD), a public repository of structured organic reaction records. The task is: describe an organic reaction: reactants, conditions, products, and yield Reactants: Fc1ccc(CBr)cc1Br, N#Cc1ccc(Nc2cncnc2)cc1, CN(C)C=O, [H-], [Na+]. Product: N#Cc1ccc(N(Cc2ccc(F)c(Br)c2)c2cncnc2)cc1. RXN SMILES: [Br:18][c:19]1[cH:20][c:21]([CH2:22][Br:23])[cH:24][cH:25][c:26]1[F:27].[C:3](#[N:4])[c:5]1[cH:6][cH:7][c:8]([NH:11][c:12]2[cH:13][n:14][cH:15][n:16][cH:17]2)[cH:9][cH:10]1.[CH3:28][N:29]([CH3:30])[CH:31]=[O:32].[H-:1].[Na+:2]>>[C:3](#[N:4])[c:5]1[cH:6][cH:7][c:8]([N:11]([c:12]2[cH:13][n:14][cH:15][n:16][cH:17]2)[CH2:22][c:21]2[cH:20][c:19]([Br:18])[c:26]([F:27])[cH:25][cH:24]2)[cH:9][cH:10]1. Reactants: [BH3-]C#N, CC(=O)O, [Na+], CC(C)(C)OC(=O)NN=C1CN(C(c2ccccc2)c2ccccc2)C1. Yields the product CC(C)(C)OC(=O)NNC1CN(C(c2ccccc2)c2ccccc2)C1. Reaction SMILES: [C:27]([BH3-:28])#[N:29].[CH3:31][C:32](=[O:33])[OH:34].[Na+:30].[c:1]1([CH:7]([N:8]2[CH2:9][C:10](=[N:12][NH:13][C:14](=[O:15])[O:16][C:17]([CH3:18])([CH3:19])[CH3:20])[CH2:11]2)[c:21]2[cH:22][cH:23][cH:24][cH:25][cH:26]2)[cH:2][cH:3][cH:4][cH:5][cH:6]1>>[c:1]1([CH:7]([N:8]2[CH2:9][CH:10]([NH:12][NH:13][C:14](=[O:15])[O:16][C:17]([CH3:18])([CH3:19])[CH3:20])[CH2:11]2)[c:21]2[cH:22][cH:23][cH:24][cH:25][cH:26]2)[cH:2][cH:3][cH:4][cH:5][cH:6]1. The solvent is C(C)(=O)OCC (ethyl acetate). Procedure: To a mixture of N-[4-(2-bromo-acetyl)-3-fluoro-phenyl]-acetamide (1.1 g, 2.8 mmol) and (+/−)-2-methyl-5-phenyl-5-propyl-3,5-dihydro-imidazol-4-one (541 mg, 2.5 mmol) in 5 mL acetone potassium carbonate (698 mg, 5 mmol) is added and the reaction mixture is heated at 70° C. for 10 min in the microwave oven (Biotage Initiator). The mixture is cooled to room temperature, filtered and the filtrate evaporated to yield the crude product which is subjected to flash chromatography. ISCO Companion CombiFl... Isolated yield 93.4%. Reactants: BrCC(=O)C1=C(C=C(C=C1)NC(C)=O)F (N-[4-(2-bromo-acetyl)-3-fluoro-phenyl]-acetamide), CC1=NC(C(N1)=O)(CCC)C1=CC=CC=C1 ((+/−)-2-methyl-5-phenyl-5-propyl-3,5-dihydro-imidazol-4-one), C([O-])([O-])=O.[K+].CC(=O)C.[K+] (acetone potassium carbonate), C1CCCCC1.C(C)(=O)OCC (cyclohexane ethyl acetate). Reaction conditions: temperature 70 celsius. RXN SMILES: Br[CH2:2][C:3]([C:5]1[CH:10]=[CH:9][C:8]([NH:11][C:12](=[O:14])[CH3:13])=[CH:7][C:6]=1[F:15])=[O:4].[CH3:16][C:17]1[NH:21][C:20](=[O:22])[C:19]([C:26]2[CH:31]=[CH:30][CH:29]=[CH:28][CH:27]=2)([CH2:23][CH2:24][CH3:25])[N:18]=1.C(=O)([O-])[O-].[K+].CC(C)=O.[K+].C1CCCCC1.C(OCC)(=O)C>C(OCC)(=O)C>[F:15][C:6]1[CH:7]=[C:8]([NH:11][C:12](=[O:14])[CH3:13])[CH:9]=[CH:10][C:5]=1[C:3](=[O:4])[CH2:2][N:21]1[C:20](=[O:22])[C:19]([C:26]2[CH:31]=[CH:30][CH:29]=[CH:28][CH:27]=2)([CH2:23][CH2:24][CH3:25])[N:18]=[C:17]1[CH3:16] |f:2.3.4.5,6.7|. Yields the product FC=1C=C(C=CC1C(CN1C(=NC(C1=O)(CCC)C1=CC=CC=C1)C)=O)NC(C)=O ((+/−)-N-{3-fluoro-4-[2-(2-methyl-5-oxo-4-phenyl-4-propyl-4,5-dihydro-imidazol-1-yl)-acetyl]-phenyl}-acetamide). Reactants: O=C(Cl)c1ccccc1, Nc1ncc([N+](=O)[O-])cn1, c1ccncc1. The product is O=C(Nc1ncc([N+](=O)[O-])cn1)c1ccccc1. As a reaction SMILES: [C:11]([c:12]1[cH:13][cH:14][cH:15][cH:16][cH:17]1)(=[O:18])[Cl:19].[NH2:1][c:2]1[n:3][cH:4][c:5]([N+:8](=[O:9])[O-:10])[cH:6][n:7]1.[cH:20]1[cH:21][cH:22][n:23][cH:24][cH:25]1>>[NH:1]([c:2]1[n:3][cH:4][c:5]([N+:8](=[O:9])[O-:10])[cH:6][n:7]1)[C:11]([c:12]1[cH:13][cH:14][cH:15][cH:16][cH:17]1)=[O:18].